Dataset: the Open Reaction Database (ORD), a public repository of structured organic reaction records. Task: describe an organic reaction: reactants, conditions, products, and yield Reactants: CN(C)CCCCl (dimethylaminopropyl chloride), CN(C)C=O (DMF), ClC1=CC=2C(=C3N(C2C=C1)CCNC3=O)C3=CC=CC=C3 (8-chloro-10-phenyl-1,2,3,4-tetrahydropyrazino[1,2-a]indole-1-one), [H-].[Na+] (sodium hydride), CN(C)C=O (DMF), CN(C)C=O (DMF), O (water). Run at temperature 50 celsius. Product: CN(C(CN1C(C=2N(C=3C=CC(=CC3C2C2=CC=CC=C2)Cl)CC1)=O)C)C (1,2,3,4-Tetrahydro-2-dimethylaminopropyl-8-chloro-10-phenylpyrazino [1,2-a]indole-1-one). RXN SMILES: [Cl:1][C:2]1[CH:10]=[CH:9][C:8]2[N:7]3[CH2:11][CH2:12][NH:13][C:14](=[O:15])[C:6]3=[C:5]([C:16]3[CH:21]=[CH:20][CH:19]=[CH:18][CH:17]=3)[C:4]=2[CH:3]=1.[H-].[Na+].[CH3:24][N:25]([CH2:27][CH2:28]CCl)[CH3:26].O.[CH3:32]N(C=O)C>>[CH3:24][N:25]([CH3:26])[CH:27]([CH3:28])[CH2:32][N:13]1[CH2:12][CH2:11][N:7]2[C:8]3[CH:9]=[CH:10][C:2]([Cl:1])=[CH:3][C:4]=3[C:5]([C:16]3[CH:21]=[CH:20][CH:19]=[CH:18][CH:17]=3)=[C:6]2[C:14]1=[O:15] |f:1.2|. Procedure details: A solution of 4.5 grams (0.015 mole) 8-chloro-10-phenyl-1,2,3,4-tetrahydropyrazino[1,2-a]indole-1-one in 30 ml DMF, is added to a suspension of sodium hydride (1 gram of 50% dispersion, 0.02 mole) in 20 ml DMF. After stirring at 34°-40° C. for 20 minutes a solution of freshly distilled dimethylaminopropyl chloride (1.8 grams, 0.015 moles) in 5 ml DMF is added dropwise. Stirring is continued and the reaction mixture is heated at 50° C. for 8 hours. The mixture is cooled, and poured into cold wate... Starting materials: COc1cccc2c1nc(C(F)F)n2-c1nc(Cl)nc(N2CCOCC2)n1, CC(C)(C)OC(=O)NC1CCC(N)CC1. Product: COc1cccc2c1nc(C(F)F)n2-c1nc(NC2CCC(NC(=O)OC(C)(C)C)CC2)nc(N2CCOCC2)n1. Reaction SMILES: [Cl:1][c:2]1[n:3][c:4](-[n:14]2[c:15]([CH:25]([F:26])[F:27])[n:16][c:17]3[c:18]2[cH:19][cH:20][cH:21][c:22]3[O:23][CH3:24])[n:5][c:6]([N:8]2[CH2:9][CH2:10][O:11][CH2:12][CH2:13]2)[n:7]1.[NH2:28][CH:29]1[CH2:30][CH2:31][CH:32]([NH:35][C:36]([O:37][C:38]([CH3:39])([CH3:40])[CH3:41])=[O:42])[CH2:33][CH2:34]1>>[c:2]1([NH:28][CH:29]2[CH2:30][CH2:31][CH:32]([NH:35][C:36]([O:37][C:38]([CH3:39])([CH3:40])[CH3:41])=[O:42])[CH2:33][CH2:34]2)[n:3][c:4](-[n:14]2[c:15]([CH:25]([F:26])[F:27])[n:16][c:17]3[c:18]2[cH:19][cH:20][cH:21][c:22]3[O:23][CH3:24])[n:5][c:6]([N:8]2[CH2:9][CH2:10][O:11][CH2:12][CH2:13]2)[n:7]1. The reactants are FC(C(=O)O)(F)F.C1(CC1)C=1C=CC(=NC1)OC1=CC(=CC=C1)C=C1CCNCC1 (5-cyclopropyl-2-(3-(piperidin-4-ylidenemethyl)phenoxy)pyridine trifluoroacetate), N1=NC(=CC=C1)NC(OC1=CC=CC=C1)=O (phenyl pyridazin-3-ylcarbamate), C(C)(C)N(CC)C(C)C (diisopropylethylamine). The solvent is CC#N (CH3CN). Conditions: time 3 day. Product: C1(CC1)C=1C=CC(=NC1)OC=1C=C(C=C2CCN(CC2)C(=O)NC=2N=NC=CC2)C=CC1 (4-(3-(5-cyclopropylpyridin-2-yloxy)benzylidene)-N-(pyridazin-3-yl)piperidine-1-carboxamide). The yield is 87.8%. Reaction SMILES: FC(F)(F)C(O)=O.[CH:8]1([C:11]2[CH:12]=[CH:13][C:14]([O:17][C:18]3[CH:23]=[CH:22][CH:21]=[C:20]([CH:24]=[C:25]4[CH2:30][CH2:29][NH:28][CH2:27][CH2:26]4)[CH:19]=3)=[N:15][CH:16]=2)[CH2:10][CH2:9]1.[N:31]1[CH:36]=[CH:35][CH:34]=[C:33]([NH:37][C:38](=O)[O:39]C2C=CC=CC=2)[N:32]=1.C(N(C(C)C)CC)(C)C>CC#N>[CH:8]1([C:11]2[CH:12]=[CH:13][C:14]([O:17][C:18]3[CH:19]=[C:20]([CH:21]=[CH:22][CH:23]=3)[CH:24]=[C:25]3[CH2:30][CH2:29][N:28]([C:38]([NH:37][C:33]4[N:32]=[N:31][CH:36]=[CH:35][CH:34]=4)=[O:39])[CH2:27][CH2:26]3)=[N:15][CH:16]=2)[CH2:10][CH2:9]1 |f:0.1|. Procedure details: To a solution of 5-cyclopropyl-2-(3-(piperidin-4-ylidenemethyl)phenoxy)pyridine trifluoroacetate (0.972 g, 3.17 mmol) in CH3CN (10 mL) was added phenyl pyridazin-3-ylcarbamate (0.751 g, 3.49 mmol) followed by diisopropylethylamine (2.76 mL, 15.9 mmol). The reaction was stirred at room temperature for 3 d. The reaction mixture was concentrated and the residue was purified by silica gel column chromatography (0-15% EtOH/CH2Cl2) to afford the title compound as a white foam (1.19 g). Recrystallizati... The product is CC(=O)Oc1ccc(Cl)cc1. RXN SMILES: [CH3:9][C:10](=[O:11])[O:12][C:13](=[O:14])[CH3:15].[Cl:1][c:2]1[cH:3][cH:4][c:5]([OH:8])[cH:6][cH:7]1.[cH:16]1[cH:17][cH:18][n:19][cH:20][cH:21]1>>[Cl:1][c:2]1[cH:3][cH:4][c:5]([O:8][C:10]([CH3:9])=[O:11])[cH:6][cH:7]1. Starting materials: CC(=O)OC(C)=O, Oc1ccc(Cl)cc1, c1ccncc1. The reactants are B(O)O (boronic acid), BrC1=CC=CC(=N1)C=O (6-bromopicolinaldehyde), O1C(=CC=C1)B(O)O (furan-2-ylboronic acid). The product is O1C(=CC=C1)C1=CC=CC(=N1)C=O (6-(furan-2-yl)picolinaldehyde). Reaction SMILES: B(O)O.Br[C:5]1[N:10]=[C:9]([CH:11]=[O:12])[CH:8]=[CH:7][CH:6]=1.[O:13]1[CH:17]=[CH:16][CH:15]=[C:14]1B(O)O>>[O:13]1[CH:17]=[CH:16][CH:15]=[C:14]1[C:5]1[N:10]=[C:9]([CH:11]=[O:12])[CH:8]=[CH:7][CH:6]=1. Procedure details: 6-(furan-2-yl)picolinaldehyde was prepared using the general boronic acid coupling procedure for 6-bromopicolinaldehyde and furan-2-ylboronic acid (60 mg, 93.2 mg theoretical, 64.4%). LC-MS m/z 174.2 (M+1). The reactants are oxalate salt, CN1CCC2(CC1)COC1=CC=3CCNC3C=C12 (1'-methyl-2,3,6,7-tetrahydrospiro[furo[2,3-f]indole-3,4'-piperidine]), CC1=C(C=CC(=C1)C(=O)O)C1=CC(=C(C=C1)C=1OC(=NN1)C)C (2,3'-dimethyl-4'-(5-methyl-1,3,4-oxadiazol-2-yl)biphenyl-4-carboxylic acid), Example 1. Yields the product CC1=C(C=CC(=C1)C(=O)N1CCC=2C=C3C(=CC12)C1(CCN(CC1)C)CO3)C3=CC(=C(C=C3)C=3OC(=NN3)C)C (5-(2,3'-Dimethyl-4'-(5-methyl-1,3,4-oxadiazol-2-yl)biphenyl-4-carbonyl)-1'-methyl-2,3,6,7-tetrahydrospiro[furo[2,3-f]indole-3,4'-piperidine]). RXN SMILES: [CH3:1][N:2]1[CH2:7][CH2:6][C:5]2([C:18]3[C:10](=[CH:11][C:12]4[CH2:13][CH2:14][NH:15][C:16]=4[CH:17]=3)[O:9][CH2:8]2)[CH2:4][CH2:3]1.[CH3:19][C:20]1[CH:25]=[C:24]([C:26](O)=[O:27])[CH:23]=[CH:22][C:21]=1[C:29]1[CH:34]=[CH:33][C:32]([C:35]2[O:36][C:37]([CH3:40])=[N:38][N:39]=2)=[C:31]([CH3:41])[CH:30]=1>>[CH3:19][C:20]1[CH:25]=[C:24]([C:26]([N:15]2[C:16]3[CH:17]=[C:18]4[C:5]5([CH2:8][O:9][C:10]4=[CH:11][C:12]=3[CH2:13][CH2:14]2)[CH2:4][CH2:3][N:2]([CH3:1])[CH2:7][CH2:6]5)=[O:27])[CH:23]=[CH:22][C:21]=1[C:29]1[CH:34]=[CH:33][C:32]([C:35]2[O:36][C:37]([CH3:40])=[N:38][N:39]=2)=[C:31]([CH3:41])[CH:30]=1. Procedure: The title compound was prepared from 1'-methyl-2,3,6,7-tetrahydrospiro [furo[2,3-f]indole-3,4'-piperidine] (D8) and 2,3'-dimethyl-4'-(5-methyl-1,3,4-oxadiazol-2-yl)biphenyl-4-carboxylic acid (D36) using a similar procedure to Example 1 (31%). This was converted to its oxalate salt and crystallised from acetone/methanol as a pale yelloe solid mp. 193-195° C.